This data is from the Open Reaction Database (ORD), a public repository of structured organic reaction records. The task is: describe an organic reaction: reactants, conditions, products, and yield The reactants are CC(C)(C)OC(=O)COc1cccc(C#CCO)c1, CO, [H][H], c1ccc2ncccc2c1. Product: CC(C)(C)OC(=O)COc1cccc(C=CCO)c1. Reaction SMILES: [C:11]([CH3:12])([CH3:13])([CH3:14])[O:15][C:16]([CH2:17][O:18][c:19]1[cH:20][c:21]([C:25]#[C:26][CH2:27][OH:28])[cH:22][cH:23][cH:24]1)=[O:29].[CH3:32][OH:33].[H:30][H:31].[cH:1]1[cH:2][c:3]2[c:4]([n:5][cH:6][cH:7][cH:8]2)[cH:9][cH:10]1>>[C:11]([CH3:12])([CH3:13])([CH3:14])[O:15][C:16]([CH2:17][O:18][c:19]1[cH:20][c:21]([CH:25]=[CH:26][CH2:27][OH:28])[cH:22][cH:23][cH:24]1)=[O:29]. Procedure details: Acylation of 1-acetyl-6-amino-4-toloyl-1,2,3,4-tetrahydro-2,2,4-trimethylquinoline (10 mg) with 2-furoyl chloride (8.1 mg) and N,N-diisopropylethylamine (20 μl) in tetrahydrofuran (1 ml) was performed according to the method described in example 6. The reactants are C(C)(=O)C1(CC=C(C=C1N)C(=O)N1C(CC(C2=CC=CC=C12)C)(C)C)C (1-acetyl-6-amino-4-toloyl-1,2,3,4-tetrahydro-2,2,4-trimethylquinoline), O1C(=CC=C1)C(=O)Cl (2-furoyl chloride), C(C)(C)N(C(C)C)CC (N,N-diisopropylethylamine). Solvent: O1CCCC1 (tetrahydrofuran). RXN SMILES: [C:1]([C:4]1([CH3:26])[C:9]([NH2:10])=[CH:8][C:7]([C:11](N2C3C(=CC=CC=3)C(C)CC2(C)C)=[O:12])=[CH:6][CH2:5]1)(=[O:3])[CH3:2].[O:27]1[CH:31]=[CH:30][CH:29]=[C:28]1[C:32](Cl)=[O:33].[CH:35]([N:38](CC)[CH:39]([CH3:41])[CH3:40])([CH3:37])[CH3:36]>O1CCCC1>[C:1]([C:4]1([CH3:26])[C:9]([NH:10][C:32]([C:28]2[O:27][CH:31]=[CH:30][CH:29]=2)=[O:33])=[CH:8][CH:7]([C:11]([C:5]2[C:35]([CH3:36])([CH3:37])[NH:38][C:39]3[C:40]([C:6]=2[CH3:7])=[CH:4][CH:1]=[CH:2][CH:41]=3)=[O:12])[CH2:6][CH2:5]1)(=[O:3])[CH3:2]. Product: C(C)(=O)C1(CCC(C=C1NC(=O)C=1OC=CC1)C(=O)C=1C(NC2=CC=CC=C2C1C)(C)C)C (1-Acetyl-6-(2-furoyl)amino-1,2,3,4-tetrahydro-4-toloyl-2,2,4-trimethylquinoline). Starting materials: COCC1N(CCCC1)C1=NC(=NC=N1)NC=1C=C(C=CC1)CS(=O)(=O)N (rac-3-[(4-(2-Methoxymethylpiperidin-1-yl)-1,3,5-triazin-2-yl)amino]-benzenemethanesulfonamide), ClC1=NC(=NC=N1)NC=1C=C(C=CC1)CS(=O)(=O)N (3-[(4-Chloro-1,3,5-triazin-2-yl)amino]benzenemethanesulfonamide), ClC1=NC(=NC=N1)NC=1C=C(C=CC1)S(=O)(=O)N (3-[(4-Chloro-1,3,5-triazin-2-yl)amino]benzenesulfonamide). The product is COC[C@@H]1N(CCCC1)C1=NC(=NC=N1)NC=1C=C(C=CC1)CS(=O)(=O)N ((R)-3-[(4-(2-Methoxymethylpiperidin-1-yl)-1,3,5-triazin-2-yl)amino]-benzenemethanesulfonamide). As a reaction SMILES: [CH3:1][O:2][CH2:3][CH:4]1[CH2:9][CH2:8][CH2:7][CH2:6][N:5]1[C:10]1[N:15]=[CH:14][N:13]=[C:12]([NH:16][C:17]2[CH:18]=[C:19]([CH2:23][S:24]([NH2:27])(=[O:26])=[O:25])[CH:20]=[CH:21][CH:22]=2)[N:11]=1.ClC1N=CN=C(NC2C=C(CS(N)(=O)=O)C=CC=2)N=1.ClC1N=CN=C(NC2C=C(S(N)(=O)=O)C=CC=2)N=1>>[CH3:1][O:2][CH2:3][C@H:4]1[CH2:9][CH2:8][CH2:7][CH2:6][N:5]1[C:10]1[N:15]=[CH:14][N:13]=[C:12]([NH:16][C:17]2[CH:18]=[C:19]([CH2:23][S:24]([NH2:27])(=[O:26])=[O:25])[CH:20]=[CH:21][CH:22]=2)[N:11]=1. Reported procedure: B5 was prepared following the procedure reported for B4 using the intermediates A1 and A2 and obtained as a white crystalline solid; yield: 90 mg (25%). 1H NMR (300 MHz, d6-DMSO, 300K) δ 1.27-1.90 (m, 4H), 2.48-2.60 (m, 2H), 2.90-3.03 (m, 1H), 3.38 (s, 3H), 3.61 (bs, 2H), 4.26 (s, 2H), 4.61-4.75 (m, 1H), 5.03-5.15 (m, 1H), 6.90 (bs, 2H), 7.03-7.10 (m, 1H), 7.28-7.40 (m, 1H), 7.62-7.73 (m, 1H), 7.82 (bs, 1H), 8.28 (s, 1H), 9.68 (bs, 1H). MS (ES) C17H24N6O3S requires: 392. found: 393 (M+H)+. The reactants are Cl.Cl.C(C)N(C(CN1CC2=C(CC1)C1=C(OC2=O)C=C(C(=C1)OC)OC)C)CC (3-[2-(diethylamino)propyl]-1,2,3,4-tetrahydro-8,9-dimethoxy-5H-[1]benzopyrano[3,4-c]pyridin-5-one dihydrochloride), Br (hydrobromic acid). Product: Br.Br.C(C)N(C(CN1CC2=C(CC1)C1=C(OC2=O)C=C(C(=C1)O)O)C)CC (3-[2-(Diethylamino)propyl]-1,2,3,4-tetrahydro-8,9-dihydroxy-5H-[1]benzopyrano[3,4-c]pyridin-5-one dihydrobromide). As a reaction SMILES: Cl.Cl.[CH2:3]([N:5]([CH2:28][CH3:29])[CH:6]([CH3:27])[CH2:7][N:8]1[CH2:13][CH2:12][C:11]2[C:14]3[CH:22]=[C:21]([O:23]C)[C:20]([O:25]C)=[CH:19][C:15]=3[O:16][C:17](=[O:18])[C:10]=2[CH2:9]1)[CH3:4].[BrH:30]>>[BrH:30].[BrH:30].[CH2:28]([N:5]([CH2:3][CH3:4])[CH:6]([CH3:27])[CH2:7][N:8]1[CH2:13][CH2:12][C:11]2[C:14]3[CH:22]=[C:21]([OH:23])[C:20]([OH:25])=[CH:19][C:15]=3[O:16][C:17](=[O:18])[C:10]=2[CH2:9]1)[CH3:29] |f:0.1.2,4.5.6|. Reported procedure: Prepared by the method described in Example 36 from 3-[2-(diethylamino)propyl]-1,2,3,4-tetrahydro-8,9-dimethoxy-5H-[1]benzopyrano[3,4-c]pyridin-5-one dihydrochloride (23.3 g, 0.052 moles) and 48% aqueous hydrobromic acid (200 ml). After washing several times with cold acetone, the product (25.0 g, mp 257°-258° C.) is used as an intermediate without additional purification. Reactants: N1=CNC2=C1C=CC(=C2)C(=O)NN (benzimidazol-5-carbohydrazide), O=P(Cl)(Cl)Cl (POCl3), TEA, COC1=C(C=CC=C1OC)CCC(=O)Cl (2,3-dimethoxyphenylpropionylchloride). Yields the product COC1=C(CCC2=NN=C(O2)C2=CC3=C(NC=N3)C=C2)C=CC=C1OC (5-(5-(2,3-Dimethoxyphenethyl)-1,3,4-oxadiazol-2-yl)-1H-benzo[d]imidazole). Reaction SMILES: [N:1]1[C:5]2[CH:6]=[CH:7][C:8]([C:10]([NH:12][NH2:13])=[O:11])=[CH:9][C:4]=2[NH:3][CH:2]=1.[CH3:14][O:15][C:16]1[C:21]([O:22][CH3:23])=[CH:20][CH:19]=[CH:18][C:17]=1[CH2:24][CH2:25][C:26](Cl)=O.O=P(Cl)(Cl)Cl>>[CH3:14][O:15][C:16]1[C:21]([O:22][CH3:23])=[CH:20][CH:19]=[CH:18][C:17]=1[CH2:24][CH2:25][C:26]1[O:11][C:10]([C:8]2[CH:7]=[CH:6][C:5]3[NH:1][CH:2]=[N:3][C:4]=3[CH:9]=2)=[N:12][N:13]=1. Reported procedure: The compound was synthesized starting from benzimidazol-5-carbohydrazide (176 mg, 1 mmol), TEA (0.153 ml; 1.1 mmol), 2,3-dimethoxyphenylpropionylchloride (228 mg, 1.1 mmol) and POCl3 (0.5 ml; 5.5 mmol) as described in method 1; yield: 0.016 mg (4.6%); MS m/z; 351.3 [M+H]+; 1H-NMR (DMSO d6, 400 MHz): δ 3.06-3.10 (m, 2H); 3.17-3.21 (m, 2H); 3.73 (s, 3H); 3.79 (s, 3H); 6.82-6.84 (m, 1H); 6.90-6.92 (m, 1H); 6.95-6.99 (m, 1H); 7.75-7.77 (m, 1H); 7.80-7.82 (m, 1H); 8.14 (br s, 1H); 8.41 (s, 1H); HPLC ... Reactants: CCOC(=O)CCc1c[nH]nc1OCC, CN(C)C=O, Cc1oc(-c2ccccc2)nc1COc1cc(CCl)on1, [H-], [Na+], O. The product is CCOC(=O)CCc1cn(Cc2cc(OCc3nc(-c4ccccc4)oc3C)no2)nc1OCC. RXN SMILES: [CH2:3]([CH3:4])[O:5][c:6]1[n:7][nH:8][cH:9][c:10]1[CH2:11][CH2:12][C:13](=[O:14])[O:15][CH2:16][CH3:17].[CH3:40][N:41]([CH3:42])[CH:43]=[O:44].[Cl:18][CH2:19][c:20]1[cH:21][c:22]([O:25][CH2:26][c:27]2[n:28][c:29](-[c:33]3[cH:34][cH:35][cH:36][cH:37][cH:38]3)[o:30][c:31]2[CH3:32])[n:23][o:24]1.[H-:1].[Na+:2].[OH2:39]>>[CH2:3]([CH3:4])[O:5][c:6]1[n:7][n:8]([CH2:19][c:20]2[cH:21][c:22]([O:25][CH2:26][c:27]3[n:28][c:29](-[c:33]4[cH:34][cH:35][cH:36][cH:37][cH:38]4)[o:30][c:31]3[CH3:32])[n:23][o:24]2)[cH:9][c:10]1[CH2:11][CH2:12][C:13](=[O:14])[O:15][CH2:16][CH3:17].